Dataset: the Open Reaction Database (ORD), a public repository of structured organic reaction records. Task: describe an organic reaction: reactants, conditions, products, and yield The reactants are C(=O)(O)[O-].[Na+] (NaHCO3), 3-L, O.NN (hydrazine monohydrate), CNC(=C(C(=O)OCC1=CC=CC=C1)C(C(F)(F)F)=O)C (benzyl 3-(methylamino)-2-(trifluoroacetyl)but-2-enoate), O (water). Solvent: CCOC(=O)C (EtOAc), C1CCOC1 (THF), C(C)(=O)O (acetic acid). Yields the product CC1=NNC(=C1C(=O)OCC1=CC=CC=C1)C(F)(F)F (benzyl 3-methyl-5-(trifluoromethyl)-1H-pyrazole-4-carboxylate). The yield is 89.0%. Reaction SMILES: C[NH:2][C:3]([CH3:21])=[C:4]([C:15](=O)[C:16]([F:19])([F:18])[F:17])[C:5]([O:7][CH2:8][C:9]1[CH:14]=[CH:13][CH:12]=[CH:11][CH:10]=1)=[O:6].O.[NH2:23]N.O.C([O-])(O)=O.[Na+]>C1COCC1.C(O)(=O)C.CCOC(C)=O>[CH3:21][C:3]1[C:4]([C:5]([O:7][CH2:8][C:9]2[CH:14]=[CH:13][CH:12]=[CH:11][CH:10]=2)=[O:6])=[C:15]([C:16]([F:19])([F:18])[F:17])[NH:23][N:2]=1 |f:1.2,4.5|. Reported procedure: To a solution of benzyl 3-(methylamino)-2-(trifluoroacetyl)but-2-enoate (90 g, 300 mmol) in a mixture of THF (900 mL) and acetic acid (100 mL) was added hydrazine monohydrate (14.6 mL, 300 mmol) over a 5 min period. The reaction mixture was heated to reflux for 3 hours, allowed to cool to room temperature and the solvents were evaporated in vacuo to afford a bright yellow mass. The mass was dissolved in EtOAc (1 L) and water (1 L) with gentle heating, allowed to cool to room temperature and the ... Procedure: The title compound was prepared in 53% yield using a similar procedure as set out earlier in Prep8 starting from 3-bromo-1-(4-chlorobutyl)-2(1H)-pyridinone (Prep7) (400 mg, 1.51 mmol), (6-fluoro-3-pyridinyl)boronic acid (commercial Synchem OHG product list) (426 mg, 3.02 mmol), K2CO3 (627 mg, 4.54 mmol), triphenylphosphine (200 mg, 0.75 mmol) and palladium(II)acetate (68 mg, 0.30 mmol) dissolved in dioxane (5 ml). The reagents and catalysts are C(C)(=O)[O-].[Pd+2].C(C)(=O)[O-] (palladium(II)acetate). The product is ClCCCCN1C(C(=CC=C1)C1=CC(=NC=C1)F)=O (1-(4-chlorobutyl)-2′-fluoro-3,4′-bipyridin-2(1H)-one). Reaction SMILES: Br[C:2]1[C:3](=[O:13])[N:4]([CH2:8][CH2:9][CH2:10][CH2:11][Cl:12])[CH:5]=[CH:6][CH:7]=1.[F:14][C:15]1[N:20]=[CH:19][C:18](B(O)O)=[CH:17][CH:16]=1.C([O-])([O-])=O.[K+].[K+].C1(P(C2C=CC=CC=2)C2C=CC=CC=2)C=CC=CC=1>O1CCOCC1.C([O-])(=O)C.[Pd+2].C([O-])(=O)C>[Cl:12][CH2:11][CH2:10][CH2:9][CH2:8][N:4]1[CH:5]=[CH:6][CH:7]=[C:2]([C:17]2[CH:18]=[CH:19][N:20]=[C:15]([F:14])[CH:16]=2)[C:3]1=[O:13] |f:2.3.4,7.8.9|. Run in O1CCOCC1 (dioxane). Yield: 53.0%. Reactants: BrC=1C(N(C=CC1)CCCCCl)=O (3-bromo-1-(4-chlorobutyl)-2(1H)-pyridinone), C1(=CC=CC=C1)P(C1=CC=CC=C1)C1=CC=CC=C1 (triphenylphosphine), FC1=CC=C(C=N1)B(O)O ((6-fluoro-3-pyridinyl)boronic acid), C(=O)([O-])[O-].[K+].[K+] (K2CO3). The reactants are O=C(O)c1c(F)ccc(F)c1F, [K+], O=[N+]([O-])[O-], O, O=S(=O)(O)O. The product is O=C(O)c1c(F)c(F)cc([N+](=O)[O-])c1F. RXN SMILES: [F:1][c:2]1[c:3]([C:4](=[O:5])[OH:6])[c:7]([F:12])[cH:8][cH:9][c:10]1[F:11].[K+:13].[O-:14][N+:15]([O-:16])=[O:17].[OH2:18].[S:19](=[O:20])(=[O:21])([OH:22])[OH:23]>>[F:1][c:2]1[c:3]([C:4](=[O:5])[OH:6])[c:7]([F:12])[c:8]([N+:15](=[O:14])[O-:16])[cH:9][c:10]1[F:11]. Reactants: O(C1=CC=CC=C1)C(=O)NC1=NC=CC(=C1)OC1=CC(=C(C=C1F)NC(=O)C1(CC1)C(=O)OCC1=CC=CC=C1)F (benzyl 1-({[4-({2-[(phenoxycarbonyl)amino]pyridin-4-yl}oxy)-2,5-difluorophenyl]amino}carbonyl)cyclopropanecarboxylate), Cl.OC1CNC1 (3-hydroxyazetidine hydrochloride), Cl.OC1CNC1 (3-Hydroxyazetidine hydrochloride), C(O)([O-])=O.[Na+] (sodium hydrogencarbonate). The solvent is CN(C=O)C (N,N-dimethylformamide), C(C)N(CC)CC (Triethylamine), C(C)N(CC)CC (triethylamine), CCCCCC (hexane). Conditions: time 10 minute. Yields the product FC1=C(C=C(C(=C1)OC1=CC(=NC=C1)NC(=O)N1CC(C1)O)F)NC(=O)C1(CC1)C(=O)OCC1=CC=CC=C1 (Benzyl 1-[({2,5-difluoro-4-[(2-{[(3-hydroxyazetidin-1-yl)carbonyl]amino}pyridin-4-yl)oxy]phenyl}amino)carbonyl]cyclopropanecarboxylate). Yield: 45.1%. Reaction SMILES: O([C:8]([NH:10][C:11]1[CH:16]=[C:15]([O:17][C:18]2[C:23]([F:24])=[CH:22][C:21]([NH:25][C:26]([C:28]3([C:31]([O:33][CH2:34][C:35]4[CH:40]=[CH:39][CH:38]=[CH:37][CH:36]=4)=[O:32])[CH2:30][CH2:29]3)=[O:27])=[C:20]([F:41])[CH:19]=2)[CH:14]=[CH:13][N:12]=1)=[O:9])C1C=CC=CC=1.Cl.[OH:43][CH:44]1[CH2:47][NH:46][CH2:45]1.C(=O)([O-])O.[Na+]>CCCCCC.C(N(CC)CC)C.CN(C)C=O>[F:41][C:20]1[CH:19]=[C:18]([O:17][C:15]2[CH:14]=[CH:13][N:12]=[C:11]([NH:10][C:8]([N:46]3[CH2:47][CH:44]([OH:43])[CH2:45]3)=[O:9])[CH:16]=2)[C:23]([F:24])=[CH:22][C:21]=1[NH:25][C:26]([C:28]1([C:31]([O:33][CH2:34][C:35]2[CH:36]=[CH:37][CH:38]=[CH:39][CH:40]=2)=[O:32])[CH2:29][CH2:30]1)=[O:27] |f:1.2,3.4|. Procedure details: Triethylamine (0.100 ml) was added to a mixture of benzyl 1-({[4-({2-[(phenoxycarbonyl)amino]pyridin-4-yl}oxy)-2,5-difluorophenyl]amino}carbonyl)cyclopropanecarboxylate (200 mg), 3-hydroxyazetidine hydrochloride (39.1 mg) and N,N-dimethylformamide (4.0 ml) at room temperature under a nitrogen atmosphere, and the mixture was stirred for 6 hours and 10 minutes. 3-Hydroxyazetidine hydrochloride (10.0 mg) and triethylamine (0.025 ml) were added at room temperature, and the mixture was stirred for 1 ... Starting materials: NC1=NC=NC(=C1C#N)N[C@@H](C)C1=NC2=C(N1C)C(=C(C=C2)F)Br (4-Amino-6-[(S)-1-(7-bromo-6-fluoro-1-methyl-1H-benzoimidazol-2-yl)ethylamino]pyrimidine-5-carbonitrile), N1=CC=C(C=C1)B(O)O (4-pyridyl boronic acid), C([O-])([O-])=O.[Cs+].[Cs+] (caesium carbonate). The reagents and catalysts are C=1C=CC(=CC1)[P](C=2C=CC=CC2)(C=3C=CC=CC3)[Pd]([P](C=4C=CC=CC4)(C=5C=CC=CC5)C=6C=CC=CC6)([P](C=7C=CC=CC7)(C=8C=CC=CC8)C=9C=CC=CC9)[P](C=1C=CC=CC1)(C=1C=CC=CC1)C=1C=CC=CC1 (tetrakis(triphenylphosphine)palladium(0)). Run in O1CCOCC1 (dioxane), O (water). Reaction conditions: temperature 140 celsius. The product is NC1=NC=NC(=C1C#N)N[C@@H](C)C1=NC2=C(N1C)C(=C(C=C2)F)C2=CC=NC=C2 (4-amino-6-[[(1S)-1-[6-fluoro-1-methyl-7-(4-pyridyl)benzimidazol-2-yl]ethyl]amino]pyrimidine-5-carbonitrile). Isolated yield 65.4%. As a reaction SMILES: [NH2:1][C:2]1[C:7]([C:8]#[N:9])=[C:6]([NH:10][C@H:11]([C:13]2[N:17]([CH3:18])[C:16]3[C:19](Br)=[C:20]([F:23])[CH:21]=[CH:22][C:15]=3[N:14]=2)[CH3:12])[N:5]=[CH:4][N:3]=1.[N:25]1[CH:30]=[CH:29][C:28](B(O)O)=[CH:27][CH:26]=1.C(=O)([O-])[O-].[Cs+].[Cs+]>O1CCOCC1.O.C1C=CC([P]([Pd]([P](C2C=CC=CC=2)(C2C=CC=CC=2)C2C=CC=CC=2)([P](C2C=CC=CC=2)(C2C=CC=CC=2)C2C=CC=CC=2)[P](C2C=CC=CC=2)(C2C=CC=CC=2)C2C=CC=CC=2)(C2C=CC=CC=2)C2C=CC=CC=2)=CC=1>[NH2:1][C:2]1[C:7]([C:8]#[N:9])=[C:6]([NH:10][C@H:11]([C:13]2[N:17]([CH3:18])[C:16]3[C:19]([C:28]4[CH:29]=[CH:30][N:25]=[CH:26][CH:27]=4)=[C:20]([F:23])[CH:21]=[CH:22][C:15]=3[N:14]=2)[CH3:12])[N:5]=[CH:4][N:3]=1 |f:2.3.4,^1:50,52,71,90|. Procedure details: A mixture of 4-Amino-6-[(S)-1-(7-bromo-6-fluoro-1-methyl-1H-benzoimidazol-2-yl)ethylamino]pyrimidine-5-carbonitrile, (0.10 g, 0.26 mmol), 4-pyridyl boronic acid (0.041 g, 0.33 mmol), tetrakis(triphenylphosphine)palladium(0) (0.015 g, 0.01 mmol) and caesium carbonate (0.17 g, 0.51 mmol) in dioxane (3 mL) and water (1.5 mL) was placed in a sealed tube and degassed with nitrogen for 5 minutes, then heated for 40 minutes at 140° C. by microwave irradiation. The resulting mixture was loaded onto an I... The reactants are [N+](=[N-])=CC(=O)C1NC2(C(N(C2O1)C(C(=O)OC(C1=CC=CC=C1)C1=CC=CC=C1)=C(C)C)=O)C(CC1=CC=CC=C1)=O (diphenylmethyl α-(3ξ-diazoacetyl-2-phenylacetyl-7-oxo-4-oxa-2,6-diazabicyclo[3.2.0]heptan-6-yl)-α-isopropylideneacetate), Cl (hydrogen chloride), diazoketone, C(C(=O)Cl)(=O)Cl (oxalyl chloride), C(=O)(O)C1NC2(C(N(C2O1)C(C(=O)OC(C1=CC=CC=C1)C1=CC=CC=C1)=C(C)C)=O)C(CC1=CC=CC=C1)=O (diphenylmethyl α-(3ξ-carboxy-2-phenylacetyl-7-oxo-4-oxa-2,6-diazabicyclo[3.2.0]heptan-6-yl)-α-isopropylideneacetate). Solvent: CCOCC (ether), C1=CC=CC=C1 (benzene), CN(C=O)C (N,N-dimethylformamide). Run at time 30 minute. Yields the product ClCC(=O)C1NC2(C(N(C2O1)C(C(=O)OC(C1=CC=CC=C1)C1=CC=CC=C1)=C(C)C)=O)C(CC1=CC=CC=C1)=O (diphenylmethyl α-(3ξ-chloroacetyl-2-phenylacetyl-7-oxo-4-oxa-2,6-diazabicyclo[3.2.0]heptan-6-yl)-α-isopropylideneacetate). Isolated yield 84.7%. RXN SMILES: [C:1]([CH:4]1[O:10][CH:9]2[C:6]([C:32](=[O:40])[CH2:33][C:34]3[CH:39]=[CH:38][CH:37]=[CH:36][CH:35]=3)([C:7](=[O:31])[N:8]2[C:11](=[C:28]([CH3:30])[CH3:29])[C:12]([O:14][CH:15]([C:22]2[CH:27]=[CH:26][CH:25]=[CH:24][CH:23]=2)[C:16]2[CH:21]=[CH:20][CH:19]=[CH:18][CH:17]=2)=[O:13])[NH:5]1)([OH:3])=O.C(Cl)(=O)[C:42]([Cl:44])=O.[N+](=CC(C1OC2C(C(=O)CC3C=CC=CC=3)(C(=O)N2C(=C(C)C)C(OC(C2C=CC=CC=2)C2C=CC=CC=2)=O)N1)=O)=[N-].Cl>C1C=CC=CC=1.CN(C)C=O.CCOCC>[Cl:44][CH2:42][C:1]([CH:4]1[O:10][CH:9]2[C:6]([C:32](=[O:40])[CH2:33][C:34]3[CH:35]=[CH:36][CH:37]=[CH:38][CH:39]=3)([C:7](=[O:31])[N:8]2[C:11](=[C:28]([CH3:30])[CH3:29])[C:12]([O:14][CH:15]([C:22]2[CH:27]=[CH:26][CH:25]=[CH:24][CH:23]=2)[C:16]2[CH:17]=[CH:18][CH:19]=[CH:20][CH:21]=2)=[O:13])[NH:5]1)=[O:3]. Procedure: To a solution of 1.774 g of diphenylmethyl α-(3ξ-carboxy-2-phenylacetyl-7-oxo-4-oxa-2,6-diazabicyclo[3.2.0]heptan-6-yl)-α-isopropylideneacetate dissolved in a mixture of 18 ml of benzene and 0.1 ml of N,N-dimethylformamide is added 0.43 ml of oxalyl chloride, and the mixture stirred at room temperature for 30 minutes and then concentrated under reduced pressure. The residue (diphenylmethyl α-(3ξ-chlorocarbonyl-2-phenylacetyl-7-oxo-4-oxa-2,6-diazabicyclo[3.2.0]heptan-6-yl)-α-isopropylideneacetate... Starting materials: CCOC(=O)c1c(-c2cccc(Cl)c2)noc1C, CCO, Cl, [Na+], [OH-], O. Product: Cc1onc(-c2cccc(Cl)c2)c1C(=O)O. Reaction SMILES: [CH2:1]([CH3:2])[O:3][C:4](=[O:5])[c:6]1[c:7](-[c:12]2[cH:13][c:14]([Cl:18])[cH:15][cH:16][cH:17]2)[n:8][o:9][c:10]1[CH3:11].[CH3:23][CH2:24][OH:25].[ClH:21].[Na+:20].[OH-:19].[OH2:22]>>[O:3]=[C:4]([OH:5])[c:6]1[c:7](-[c:12]2[cH:13][c:14]([Cl:18])[cH:15][cH:16][cH:17]2)[n:8][o:9][c:10]1[CH3:11]. Procedure: The title compound was synthesized in analogy to Example 1, using 6-(2-chlorophenyl)-2-pyridinecarboxylic acid (CAN 887982-21-0) and 2-methyl-alanine methyl ester as starting materials, MS (LC/MS): 333.1 (M+H). Yields the product ClC1=C(C=CC=C1)C1=CC=CC(=N1)C(=O)NC(C(=O)OC)(C)C (Methyl 2-(6-(2-chlorophenyl)picolinamido)-2-methylpropanoate). As a reaction SMILES: [Cl:1][C:2]1[CH:7]=[CH:6][CH:5]=[CH:4][C:3]=1[C:8]1[N:13]=[C:12]([C:14]([OH:16])=O)[CH:11]=[CH:10][CH:9]=1.[CH3:17][O:18][C:19](=[O:24])[C:20]([CH3:23])([CH3:22])[NH2:21]>>[Cl:1][C:2]1[CH:7]=[CH:6][CH:5]=[CH:4][C:3]=1[C:8]1[N:13]=[C:12]([C:14]([NH:21][C:20]([CH3:23])([CH3:22])[C:19]([O:18][CH3:17])=[O:24])=[O:16])[CH:11]=[CH:10][CH:9]=1. Reactants: ClC1=C(C=CC=C1)C1=CC=CC(=N1)C(=O)O (6-(2-chlorophenyl)-2-pyridinecarboxylic acid), COC(C(N)(C)C)=O (2-methyl-alanine methyl ester).